Task: describe an organic reaction: reactants, conditions, products, and yield. Dataset: the Open Reaction Database (ORD), a public repository of structured organic reaction records Starting materials: BrC1=NC=CC(=C1)N (2-Bromo-pyridin-4-ylamine), C(CCC)[Sn](C=CC1=CC=CC=C1)(CCCC)CCCC (tributyl-styryl-stannane), C1(=CC=CC=C1)P(C1=CC=CC=C1)C1=CC=CC=C1 (triphenylphosphine). The reagents and catalysts are C(C)(=O)[O-].[Pd+2].C(C)(=O)[O-] (palladium-(II)-acetate). The solvent is CN(C)C=O (DMF). Reaction conditions: time 30 minute. Product: C(=C\C1=CC=CC=C1)/C1=NC=CC(=C1)N (trans-2-Styryl-pyridin-4-yl-amine). The yield is 39.2%. As a reaction SMILES: C1(P(C2C=CC=CC=2)C2C=CC=CC=2)C=CC=CC=1.Br[C:21]1[CH:26]=[C:25]([NH2:27])[CH:24]=[CH:23][N:22]=1.C([Sn](CCCC)(CCCC)[CH:33]=[CH:34][C:35]1[CH:40]=[CH:39][CH:38]=[CH:37][CH:36]=1)CCC>CN(C=O)C.C([O-])(=O)C.[Pd+2].C([O-])(=O)C>[CH:33](/[C:21]1[CH:26]=[C:25]([NH2:27])[CH:24]=[CH:23][N:22]=1)=[CH:34]\[C:35]1[CH:40]=[CH:39][CH:38]=[CH:37][CH:36]=1 |f:4.5.6|. Reported procedure: Under inert atmosphere (Ar) a mixture of palladium-(II)-acetate (0.117 mg, 0.5 mmol) and triphenylphosphine (0.248 g, 0.9 mmol) in DMF (13 ml) was stirred for 30 min at rt. 2-Bromo-pyridin-4-ylamine (0.90 g, 5.2 mmol) (H. J. den Hertog, C. R. Kolder and W. P. Combe, Rec. Trav. Chim., 1951, 70, 591) was added followed by tributyl-styryl-stannane (3.93 g, 10 mmol). After heating at 130° C. for 15 min the solvent was evaporated and the residue partitioned between AcOEt and 3N HCl. The aqueous phase... Starting materials: C(CCC=C)C1=NC=CC(=N1)C1=CC=CC=C1 (2-(4-penten-1-yl)-4-phenylpyrimidine), NaIO4, O (Water). Reagents/catalysts: O=[Os](=O)(=O)=O (OsO4). Run in C1CCOC1.O (THF H2O). Conditions: time 0.5 hour. The product is C1(=CC=CC=C1)C1=NC(=NC=C1)CCCC=O (4-(4-phenyl-2-pyrimidinyl)butanal). RXN SMILES: [CH2:1]([C:6]1[N:11]=[C:10]([C:12]2[CH:17]=[CH:16][CH:15]=[CH:14][CH:13]=2)[CH:9]=[CH:8][N:7]=1)[CH2:2][CH2:3][CH:4]=C.[OH2:18]>C1COCC1.O.O=[Os](=O)(=O)=O>[C:12]1([C:10]2[CH:9]=[CH:8][N:7]=[C:6]([CH2:1][CH2:2][CH2:3][CH:4]=[O:18])[N:11]=2)[CH:17]=[CH:16][CH:15]=[CH:14][CH:13]=1 |f:2.3|. Reported procedure: To a stirred solution of 2-(4-penten-1-yl)-4-phenylpyrimidine (P5, 142 mg) in THF/H2O (5/1 mL) were added OsO4 (4% in water, 0.2 mL) and NaIO4 (404 mg). The solution was stirred at room temperature for 0.5 h. Water was then added and the mixture extracted with DCM. The organic phase was washed with brine, dried over Na2SO4, filtered and evaporated in vacuo to give 141 mg of the title compound as an oil, which was used in the subsequent step without further purification. Reactants: [Al+3], CO, CCOC(C)=O, [H-], [H-], [H-], [H-], [H-], [Li+], [Na+], COC(=O)c1cnc2c(c1)NC(=O)C1CCCCN21, C1CCOC1, O. Product: O=C1Nc2cc(CO)cnc2N2CCCCC12. RXN SMILES: [Al+3:23].[CH3:28][OH:29].[CH3:36][CH2:37][O:38][C:39](=[O:40])[CH3:41].[H-:21].[H-:22].[H-:25].[H-:26].[H-:27].[Li+:24].[Na+:20].[O:1]=[C:2]1[CH:3]2[N:4]([c:5]3[c:6]([cH:8][c:9]([C:12](=[O:13])[O:14][CH3:15])[cH:10][n:11]3)[NH:7]1)[CH2:16][CH2:17][CH2:18][CH2:19]2.[O:30]1[CH2:31][CH2:32][CH2:33][CH2:34]1.[OH2:35]>>[O:1]=[C:2]1[CH:3]2[N:4]([c:5]3[c:6]([cH:8][c:9]([CH2:12][OH:13])[cH:10][n:11]3)[NH:7]1)[CH2:16][CH2:17][CH2:18][CH2:19]2. Reactants: COC1=C(CNC2=NC=C(C=C2)F)C=CC(=C1)OC (N-(2,4-dimethoxybenzyl)-5-fluoropyridin-2-amine), FC1=CC=C(C=C1Cl)S(=O)(=O)Cl (4-fluoro-5-chlorobenzenesulfonyl chloride). Product: ClC=1C=C(C=CC1F)S(=O)(=O)N(C1=NC=C(C=C1)F)CC1=C(C=C(C=C1)OC)OC (3-chloro-N-(2,4-dimethoxybenzyl)-4-fluoro-N-(5-fluoropyridin-2-yl)benzenesulfonamide). Reaction SMILES: [CH3:1][O:2][C:3]1[CH:17]=[C:16]([O:18][CH3:19])[CH:15]=[CH:14][C:4]=1[CH2:5][NH:6][C:7]1[CH:12]=[CH:11][C:10]([F:13])=[CH:9][N:8]=1.[F:20][C:21]1[C:26]([Cl:27])=[CH:25][C:24]([S:28](Cl)(=[O:30])=[O:29])=[CH:23][CH:22]=1>>[Cl:27][C:26]1[CH:25]=[C:24]([S:28]([N:6]([CH2:5][C:4]2[CH:14]=[CH:15][C:16]([O:18][CH3:19])=[CH:17][C:3]=2[O:2][CH3:1])[C:7]2[CH:12]=[CH:11][C:10]([F:13])=[CH:9][N:8]=2)(=[O:29])=[O:30])[CH:23]=[CH:22][C:21]=1[F:20]. Procedure: The title compound was prepared according to the method described for Preparation 18 using N-(2,4-dimethoxybenzyl)-5-fluoropyridin-2-amine (Preparation 20) and 4-fluoro-5-chlorobenzenesulfonyl chloride.